From a dataset of the Open Reaction Database (ORD), a public repository of structured organic reaction records. describe an organic reaction: reactants, conditions, products, and yield Reactants: O=[N+]([O-])c1cc(Br)ccc1Br, O=[N+]([O-])c1ccccc1Br, [Cu], O=[N+]([O-])c1ccccc1. Yields the product O=[N+]([O-])c1ccccc1-c1ccc(Br)cc1[N+](=O)[O-]. As a reaction SMILES: [Br:11][c:12]1[c:13]([N+:19](=[O:20])[O-:21])[cH:14][c:15]([Br:18])[cH:16][cH:17]1.[Br:1][c:2]1[c:3]([N+:8](=[O:9])[O-:10])[cH:4][cH:5][cH:6][cH:7]1.[Cu:31].[O-:22][N+:23]([c:24]1[cH:25][cH:26][cH:27][cH:28][cH:29]1)=[O:30]>>[c:2]1(-[c:12]2[c:13]([N+:19](=[O:20])[O-:21])[cH:14][c:15]([Br:18])[cH:16][cH:17]2)[c:3]([N+:8](=[O:9])[O-:10])[cH:4][cH:5][cH:6][cH:7]1. Starting materials: BrC=1SC=CN1 (2-Bromothiazole), CCN(C(C)C)C(C)C (iPr2NEt), C1(=CC=CC=C1)P(C1=CC=CC=2C(C3=CC=CC(=C3OC12)P(C1=CC=CC=C1)C1=CC=CC=C1)(C)C)C1=CC=CC=C1 (4,5-bis(diphenylphosphino)-9,9-dimethylxanthene), C1(=CC=CC=C1)C1=NN=C2N1C1=CC=C(C=C1C=C2)S (1-Phenyl-[1,2,4]triazolo[4,3-a]quinoline-7-thiol). Reagents/catalysts: C=1C=CC(=CC1)/C=C/C(=O)/C=C/C2=CC=CC=C2.C=1C=CC(=CC1)/C=C/C(=O)/C=C/C2=CC=CC=C2.C=1C=CC(=CC1)/C=C/C(=O)/C=C/C2=CC=CC=C2.[Pd].[Pd] (Pd2dba3). Solvent: O1CCOCC1 (1,4-dioxane). Reaction conditions: temperature 80 celsius. Yields the product C1(=CC=CC=C1)C1=NN=C2N1C1=CC=C(C=C1C=C2)SC=2SC=CN2 (1-Phenyl-7-(thiazol-2-ylsulfanyl)-[1,2,4]triazolo[4,3-a]quinoline). Reaction SMILES: Br[C:2]1[S:3][CH:4]=[CH:5][N:6]=1.CCN(C(C)C)C(C)C.[C:16]1([C:22]2[N:26]3[C:27]4[C:32]([CH:33]=[CH:34][C:25]3=[N:24][N:23]=2)=[CH:31][C:30]([SH:35])=[CH:29][CH:28]=4)[CH:21]=[CH:20][CH:19]=[CH:18][CH:17]=1.C1(P(C2C=CC=CC=2)C2C3OC4C(=CC=CC=4P(C4C=CC=CC=4)C4C=CC=CC=4)C(C)(C)C=3C=CC=2)C=CC=CC=1>O1CCOCC1.C1C=CC(/C=C/C(/C=C/C2C=CC=CC=2)=O)=CC=1.C1C=CC(/C=C/C(/C=C/C2C=CC=CC=2)=O)=CC=1.C1C=CC(/C=C/C(/C=C/C2C=CC=CC=2)=O)=CC=1.[Pd].[Pd]>[C:16]1([C:22]2[N:26]3[C:27]4[C:32]([CH:33]=[CH:34][C:25]3=[N:24][N:23]=2)=[CH:31][C:30]([S:35][C:2]2[S:3][CH:4]=[CH:5][N:6]=2)=[CH:29][CH:28]=4)[CH:17]=[CH:18][CH:19]=[CH:20][CH:21]=1 |f:5.6.7.8.9|. Procedure: To 2-Bromothiazole (0.27 mL, 3.0 mmol) in 1,4-dioxane (20 mL) was added iPr2NEt (0.96 mL, 5.5 mmol), and the reaction was degassed with N2 for 10 minutes. 10e (765 mg, 2.8 mmol) was added, followed by Pd2dba3 (63 mg, 0.07 mmol) and 4,5-bis(diphenylphosphino)-9,9-dimethylxanthene (81 mg, 0.14 mmol). The reaction was sealed and heated overnight at 80° C., and then cooled to room temperature and concentrated. The residue was diluted with EtOAc and water, and the aqueous layer was extracted with EtO...